From a dataset of the Open Reaction Database (ORD), a public repository of structured organic reaction records. describe an organic reaction: reactants, conditions, products, and yield Reaction SMILES: S(Cl)(Cl)=O.[O:5]=[C:6]([CH2:10][C:11]1([C:15]2[CH:20]=[CH:19][CH:18]=[CH:17][C:16]=2[C:21]([F:24])([F:23])[F:22])[CH2:14][CH2:13][CH2:12]1)[C:7]([OH:9])=O.[O:25]1[C:29]([C:30]2[CH:35]=[CH:34][C:33]([NH2:36])=[CH:32][CH:31]=2)=[CH:28][N:27]=[CH:26]1.C(=O)([O-])[O-].[K+].[K+]>CC(N(C)C)=O>[O:25]1[C:29]([C:30]2[CH:31]=[CH:32][C:33]([NH:36][C:7](=[O:9])[C:6](=[O:5])[CH2:10][C:11]3([C:15]4[CH:20]=[CH:19][CH:18]=[CH:17][C:16]=4[C:21]([F:22])([F:23])[F:24])[CH2:14][CH2:13][CH2:12]3)=[CH:34][CH:35]=2)=[CH:28][N:27]=[CH:26]1 |f:3.4.5|. Reported procedure: 0.052 ml of thionyl chloride was added to a solution of 0.1 g of 2-Oxo-3-[1-(2-trifluoromethyl-phenyl)-cyclobutyl]-propionic acid in 2 ml of dimethyl acetamide at −5° C., and stirred for 30 min at −5° C. Then 56 mg of 4-oxazol-5-yl-phenylamine was added in solid form and stirred for 1 hour at room temperature. Potassium carbonate was added and stirred overnight at room temperature. The reaction was quenched with water and extracted with ethyl acetate. The combined ethyl acetate extracts were was... Isolated yield 42.1%. Reactants: C([O-])([O-])=O.[K+].[K+] (Potassium carbonate), S(=O)(Cl)Cl (thionyl chloride), O=C(C(=O)O)CC1(CCC1)C1=C(C=CC=C1)C(F)(F)F (2-Oxo-3-[1-(2-trifluoromethyl-phenyl)-cyclobutyl]-propionic acid), O1C=NC=C1C1=CC=C(C=C1)N (4-oxazol-5-yl-phenylamine). Conditions: temperature -5 celsius, time 30 minute. Product: O1C=NC=C1C1=CC=C(C=C1)NC(C(CC1(CCC1)C1=C(C=CC=C1)C(F)(F)F)=O)=O (N-(4-Oxazol-5-yl-phenyl)-2-oxo-3 -[1-(2-trifluoromethyl-phenyl)-cyclobutyl]-propionamide). The solvent is CC(=O)N(C)C (dimethyl acetamide).